Dataset: the Open Reaction Database (ORD), a public repository of structured organic reaction records. Task: describe an organic reaction: reactants, conditions, products, and yield The product is CCCCCCCCCOc1ccccc1C=O. Starting materials: CCCCCCCCCBr, O=C([O-])[O-], CN(C)C=O, CCCCCC, O=Cc1ccccc1O, [K+], [K+], O. Reaction SMILES: [Br:10][CH2:11][CH2:12][CH2:13][CH2:14][CH2:15][CH2:16][CH2:17][CH2:18][CH3:19].[C:20](=[O:21])([O-:22])[O-:23].[CH3:26][N:27]([CH3:28])[CH:29]=[O:30].[CH3:32][CH2:33][CH2:34][CH2:35][CH2:36][CH3:37].[CH:1](=[O:2])[c:3]1[cH:4][cH:5][cH:6][cH:7][c:8]1[OH:9].[K+:24].[K+:25].[OH2:31]>>[CH:1](=[O:2])[c:3]1[cH:4][cH:5][cH:6][cH:7][c:8]1[O:9][CH2:11][CH2:12][CH2:13][CH2:14][CH2:15][CH2:16][CH2:17][CH2:18][CH3:19]. The reactants are COc1cc2ccnc(OC3CC(C(=O)O)N(C(=O)OC(C)(C)C)C3)c2cc1Br, CCOC(C)=O, CCO, O. Product: C=Cc1cc2c(OC3CC(C(=O)O)N(C(=O)OC(C)(C)C)C3)nccc2cc1OC. RXN SMILES: [Br:1][c:2]1[c:3]([O:28][CH3:29])[cH:4][c:5]2[cH:6][cH:7][n:8][c:9]([O:12][CH:13]3[CH2:14][CH:15]([C:25](=[O:26])[OH:27])[N:16]([C:18](=[O:19])[O:20][C:21]([CH3:22])([CH3:23])[CH3:24])[CH2:17]3)[c:10]2[cH:11]1.[CH3:30][CH2:31][O:32][C:33]([CH3:34])=[O:35].[CH3:37][CH2:38][OH:39].[OH2:36]>>[c:2]1([CH:30]=[CH2:31])[c:3]([O:28][CH3:29])[cH:4][c:5]2[cH:6][cH:7][n:8][c:9]([O:12][CH:13]3[CH2:14][CH:15]([C:25](=[O:26])[OH:27])[N:16]([C:18](=[O:19])[O:20][C:21]([CH3:22])([CH3:23])[CH3:24])[CH2:17]3)[c:10]2[cH:11]1.